From a dataset of the Open Reaction Database (ORD), a public repository of structured organic reaction records. describe an organic reaction: reactants, conditions, products, and yield Starting materials: N#CC(c1ccc(Cl)nn1)c1c(Cl)cccc1Cl, O=C(NCc1ccccc1S)c1cc(F)cc(N2CCOCC2)c1, [H-], [Na+], CN(C)C=O. Product: N#CC(c1ccc(Sc2ccccc2CNC(=O)c2cc(F)cc(N3CCOCC3)c2)nn1)c1c(Cl)cccc1Cl. As a reaction SMILES: [Cl:27][c:28]1[cH:29][cH:30][c:31]([CH:34]([C:35]#[N:36])[c:37]2[c:38]([Cl:44])[cH:39][cH:40][cH:41][c:42]2[Cl:43])[n:32][n:33]1.[F:1][c:2]1[cH:3][c:4]([C:5](=[O:6])[NH:7][CH2:8][c:9]2[c:10]([SH:15])[cH:11][cH:12][cH:13][cH:14]2)[cH:16][c:17]([N:19]2[CH2:20][CH2:21][O:22][CH2:23][CH2:24]2)[cH:18]1.[H-:25].[Na+:26].[O:45]=[CH:46][N:47]([CH3:48])[CH3:49]>>[F:1][c:2]1[cH:3][c:4]([C:5](=[O:6])[NH:7][CH2:8][c:9]2[c:10]([S:15][c:28]3[cH:29][cH:30][c:31]([CH:34]([C:35]#[N:36])[c:37]4[c:38]([Cl:44])[cH:39][cH:40][cH:41][c:42]4[Cl:43])[n:32][n:33]3)[cH:11][cH:12][cH:13][cH:14]2)[cH:16][c:17]([N:19]2[CH2:20][CH2:21][O:22][CH2:23][CH2:24]2)[cH:18]1. Starting materials: O=C([O-])[O-], COc1ccccc1C=C1N=C(C)OC1=O, CCO, [K+], [K+], N. The product is COc1ccccc1C=C1N=C(C)NC1=O. As a reaction SMILES: [C:18](=[O:19])([O-:20])[O-:21].[CH3:1][O:2][c:3]1[c:4]([CH:5]=[C:6]2[N:7]=[C:8]([CH3:12])[O:9][C:10]2=[O:11])[cH:13][cH:14][cH:15][cH:16]1.[CH3:24][CH2:25][OH:26].[K+:22].[K+:23].[NH3:17]>>[CH3:1][O:2][c:3]1[c:4]([CH:5]=[C:6]2[N:7]=[C:8]([CH3:12])[NH:17][C:10]2=[O:9])[cH:13][cH:14][cH:15][cH:16]1. The reactants are B, O=C(Cl)CCBr, C1CCOC1, O=[N+]([O-])c1ccc([N-]c2ccccc2)cc1, BrCCCN(c1ccccc1)c1ccccc1. Product: O=[N+]([O-])c1ccc(N(CCCBr)c2ccccc2)cc1. RXN SMILES: [BH3:23].[Br:17][CH2:18][CH2:19][C:20]([Cl:21])=[O:22].[O:41]1[CH2:42][CH2:43][CH2:44][CH2:45]1.[c:1]1([N-:7][c:8]2[cH:9][cH:10][c:11]([N+:14](=[O:15])[O-:16])[cH:12][cH:13]2)[cH:2][cH:3][cH:4][cH:5][cH:6]1.[c:24]1([N:25]([CH2:26][CH2:27][CH2:28][Br:29])[c:30]2[cH:31][cH:32][cH:33][cH:34][cH:35]2)[cH:36][cH:37][cH:38][cH:39][cH:40]1>>[c:1]1([N:7]([c:8]2[cH:9][cH:10][c:11]([N+:14](=[O:15])[O-:16])[cH:12][cH:13]2)[CH2:20][CH2:19][CH2:18][Br:17])[cH:2][cH:3][cH:4][cH:5][cH:6]1. Starting materials: solution, C(C)[Mg]Cl (ethylmagnesium chloride), C1(=CC=C(C=C1)S(=O)(=O)N1N=C(C=C1)C=O)C (1-(toluene-4-sulfonyl)-1H-pyrazole-3-carbaldehyde). Run in C1CCOC1 (THF), C1CCOC1 (THF), [Cl-].N (ammonia chloride). Reaction conditions: time 3 hour. The product is C1(=CC=C(C=C1)S(=O)(=O)N1N=C(C=C1)C(CC)O)C (1-[1-(toluene-4-sulfonyl)-1H-pyrazol-3-yl]-propan-1-ol). RXN SMILES: [C:1]1([CH3:17])[CH:6]=[CH:5][C:4]([S:7]([N:10]2[CH:14]=[CH:13][C:12]([CH:15]=[O:16])=[N:11]2)(=[O:9])=[O:8])=[CH:3][CH:2]=1.[CH2:18]([Mg]Cl)[CH3:19]>C1COCC1.[Cl-].N>[C:1]1([CH3:17])[CH:2]=[CH:3][C:4]([S:7]([N:10]2[CH:14]=[CH:13][C:12]([CH:15]([OH:16])[CH2:18][CH3:19])=[N:11]2)(=[O:9])=[O:8])=[CH:5][CH:6]=1 |f:3.4|. Procedure details: To a chilled (−40° C.) solution of 1-(toluene-4-sulfonyl)-1H-pyrazole-3-carbaldehyde (1.50 g, 5.99 mmol) in THF was added a 2 M solution of ethylmagnesium chloride (3.00 mL, 6.00 mmol) in THF. After 3 hours, the mixture was diluted with saturated aqueous ammonia chloride and extracted with EtOAc. The combined organic layers were washed with brine, dried over sodium sulfate and the concentrated in vacuo. The residue was purified by reversed-phase HPLC. The major fractions were combined and the so... The reactants are FC1=C(C(=O)O)C=CC(=C1F)OCCCCCCC (2,3-difluoro-4-heptyloxybenzoic acid), C(CCCC)[C@@H]1CC[C@H](CC1)CCCCC1=CC=C(C=C1)O (4-[4-(trans-4-pentylcyclohexyl)-1-butyl]phenol), C1(CCCCC1)N=C=NC1CCCCC1 (N,N'-dicyclohexylcarbodiimide). The reagents and catalysts are CN(C1=CC=NC=C1)C (4-(dimethylamino)pyridine). Solvent: ClCCl (dichloromethane). Run at time 8 hour. Product: C(CCCC)[C@@H]1CC[C@H](CC1)CCCCC1=CC=C(C=C1)OC(C1=C(C(=C(C=C1)OCCCCCCC)F)F)=O (2,3-difluoro-4-heptyloxybenzoic acid 4-[4-(trans-4-pentylcyclohexyl)-1-butyl]phenyl ester). The yield is 54.3%. As a reaction SMILES: [F:1][C:2]1[C:10]([F:11])=[C:9]([O:12][CH2:13][CH2:14][CH2:15][CH2:16][CH2:17][CH2:18][CH3:19])[CH:8]=[CH:7][C:3]=1[C:4]([OH:6])=[O:5].[CH2:20]([C@H:25]1[CH2:30][CH2:29][C@H:28]([CH2:31][CH2:32][CH2:33][CH2:34][C:35]2[CH:40]=[CH:39][C:38](O)=[CH:37][CH:36]=2)[CH2:27][CH2:26]1)[CH2:21][CH2:22][CH2:23][CH3:24].C1(N=C=NC2CCCCC2)CCCCC1>CN(C)C1C=CN=CC=1.ClCCl>[CH2:20]([C@H:25]1[CH2:30][CH2:29][C@H:28]([CH2:31][CH2:32][CH2:33][CH2:34][C:35]2[CH:36]=[CH:37][C:38]([O:5][C:4](=[O:6])[C:3]3[CH:7]=[CH:8][C:9]([O:12][CH2:13][CH2:14][CH2:15][CH2:16][CH2:17][CH2:18][CH3:19])=[C:10]([F:11])[C:2]=3[F:1])=[CH:39][CH:40]=2)[CH2:27][CH2:26]1)[CH2:21][CH2:22][CH2:23][CH3:24]. Reported procedure: 1.9 g of 2,3-difluoro-4-heptyloxybenzoic acid, 2 g of 4-[4-(trans-4-pentylcyclohexyl)-1-butyl]phenol and 0.1 g of 4-(dimethylamino)pyridine were dissolved in 250 ml of dichloromethane and the solution was treated portionwise within 10 minutes while stirring with 1.6 g of N,N'-dicyclohexylcarbodiimide. The mixture was stirred at room temperature overnight and then filtered. The filtrate was diluted with dichloromethane, washed twice with 50 ml of saturated sodium carbonate solution each time and ...